describe an organic reaction: reactants, conditions, products, and yield From a dataset of the Open Reaction Database (ORD), a public repository of structured organic reaction records. Starting materials: CCOP(=O)(CC#N)OCC, C1CCOC1, C[Si](C)(C)[N-][Si](C)(C)C, COc1cccc(C(=CC#N)c2cc(OC)cc(OC)c2)c1, COc1ccc(C(=O)c2ccccc2)cc1OC1CCCC1, [Li+]. Yields the product COc1ccc(C(=CC#N)c2ccccc2)cc1OC1CCCC1. Reaction SMILES: [CH2:23]([O:24][P:25](=[O:26])([O:27][CH2:28][CH3:29])[CH2:31][C:32]#[N:33])[CH3:30].[CH2:66]1[O:67][CH2:68][CH2:69][CH2:70]1.[CH3:34][Si:35]([N-:36][Si:37]([CH3:38])([CH3:39])[CH3:40])([CH3:41])[CH3:42].[CH3:44][O:45][c:46]1[cH:47][c:48]([C:49]([c:50]2[cH:51][cH:52][cH:53][c:54]([O:55][CH3:56])[cH:57]2)=[CH:58][C:59]#[N:60])[cH:61][c:62]([O:63][CH3:64])[cH:65]1.[CH:1]1([O:6][c:7]2[cH:8][c:9]([C:15](=[O:16])[c:17]3[cH:18][cH:19][cH:20][cH:21][cH:22]3)[cH:10][cH:11][c:12]2[O:13][CH3:14])[CH2:2][CH2:3][CH2:4][CH2:5]1.[Li+:43]>>[CH:1]1([O:6][c:7]2[cH:8][c:9]([C:15]([c:17]3[cH:18][cH:19][cH:20][cH:21][cH:22]3)=[CH:31][C:32]#[N:33])[cH:10][cH:11][c:12]2[O:13][CH3:14])[CH2:2][CH2:3][CH2:4][CH2:5]1.